The task is: describe an organic reaction: reactants, conditions, products, and yield. This data is from the Open Reaction Database (ORD), a public repository of structured organic reaction records. Reactants: ClCCl, COC(=O)c1ccc(SCc2cccc(Cl)c2)cn1, O=C(OO)c1cccc(Cl)c1. The product is COC(=O)c1ccc(S(=O)Cc2cccc(Cl)c2)cn1. As a reaction SMILES: [CH2:31]([Cl:32])[Cl:33].[CH3:1][O:2][C:3](=[O:4])[c:5]1[n:6][cH:7][c:8]([S:11][CH2:12][c:13]2[cH:14][c:15]([Cl:19])[cH:16][cH:17][cH:18]2)[cH:9][cH:10]1.[Cl:20][c:21]1[cH:22][cH:23][cH:24][c:25]([C:26]([O:27][OH:29])=[O:28])[cH:30]1>>[CH3:1][O:2][C:3](=[O:4])[c:5]1[n:6][cH:7][c:8]([S:11]([CH2:12][c:13]2[cH:14][c:15]([Cl:19])[cH:16][cH:17][cH:18]2)=[O:28])[cH:9][cH:10]1. Yields the product CC1=CC2=NC3=C(C=C(C=C3)N(C)C)N=C2C=C1N.Cl.CN(C)C1=CC=C(C=C1)C(=C2C=CC(=[N+](C)C)C=C2)C3=CC=C(C=C3)N(C)C.[Cl-] (Neutral Red Crystal Violet). Reaction SMILES: C[C@@H](O)[C@H]1O[C@H](O[C@H]2[C@H](O)[C@@H](O[C@H]3OC[C@@](O)(C)[C@H](NC)[C@H]3O)[C@H](N)C[C@@H]2N)[C@H](N)[C@@H](O)[C@@H]1O.[CH3:35][C:36]1[C:52]([NH2:53])=[CH:51][C:50]2[C:38](=[N:39][C:40]3[CH:45]=[CH:44][C:43]([N:46]([CH3:48])[CH3:47])=[CH:42][C:41]=3[N:49]=2)[CH:37]=1.[ClH:54].[CH3:55][N:56]([C:58]1[CH:63]=[CH:62][C:61]([C:64]([C:74]2[CH:79]=[CH:78][C:77]([N:80]([CH3:82])[CH3:81])=[CH:76][CH:75]=2)=[C:65]2[CH:73]=[CH:72][C:68](=[N+:69]([CH3:71])[CH3:70])[CH:67]=[CH:66]2)=[CH:60][CH:59]=1)[CH3:57].[Cl-]>>[CH3:35][C:36]1[C:52]([NH2:53])=[CH:51][C:50]2[C:38](=[N:39][C:40]3[CH:45]=[CH:44][C:43]([N:46]([CH3:48])[CH3:47])=[CH:42][C:41]=3[N:49]=2)[CH:37]=1.[ClH:54].[CH3:71][N:69]([C:68]1[CH:67]=[CH:66][C:65]([C:64]([C:61]2[CH:60]=[CH:59][C:58]([N:56]([CH3:55])[CH3:57])=[CH:63][CH:62]=2)=[C:74]2[CH:75]=[CH:76][C:77](=[N+:80]([CH3:82])[CH3:81])[CH:78]=[CH:79]2)=[CH:73][CH:72]=1)[CH3:70].[Cl-:54] |f:1.2,3.4,5.6.7.8|. Reactants: C[C@H]([C@@H]1[C@H]([C@@H]([C@H]([C@H](O1)O[C@@H]2[C@H](C[C@H]([C@@H]([C@H]2O)O[C@@H]3[C@@H]([C@H]([C@@](CO3)(C)O)NC)O)N)N)N)O)O)O (G418), CC1=CC2=NC3=C(C=C(C=C3)N(C)C)N=C2C=C1N.Cl (neutral red), CN(C)C1=CC=C(C=C1)C(=C2C=CC(=[N+](C)C)C=C2)C3=CC=C(C=C3)N(C)C.[Cl-] (crystal violet). Procedure details: The survival of transfected cells in the absence or presence of G418 was monitored by staining of foci/clones with neutral red in vivo with subsequent crystal violet staining. The medium was removed from the cells and replaced with fresh medium containing 0.0025% neutral red (Sigma N2889) and the cells incubated for 3 hours at 37° C. Cells were washed twice with PBS, fixed in 3.5% formaldehyde for 15 minutes, washed twice again in PBS and then with distilled water and the number of (live) foci c... Run at time 3 hour. Starting materials: CC(C)(C)OC(=O)N1CCC(=O)CC1, CC(=O)O[BH-](OC(C)=O)OC(C)=O, CC(=O)O, [Cl-], CC(Cl)Cl, CC(=O)Nc1ccc(N)cn1, [Na+], [Na+]. The product is CC(=O)Nc1ccc(NC2CCN(C(=O)OC(C)(C)C)CC2)cn1. As a reaction SMILES: [C:12]([CH3:13])([CH3:14])([CH3:15])[O:16][C:17](=[O:18])[N:19]1[CH2:20][CH2:21][C:22](=[O:25])[CH2:23][CH2:24]1.[C:34]([O:35][BH-:36]([O:37][C:38](=[O:39])[CH3:40])[O:41][C:42](=[O:43])[CH3:44])(=[O:45])[CH3:46].[CH3:26][C:27](=[O:28])[OH:29].[Cl-:48].[Cl:30][CH:31]([Cl:32])[CH3:33].[NH2:1][c:2]1[cH:3][cH:4][c:5]([NH:8][C:9]([CH3:10])=[O:11])[n:6][cH:7]1.[Na+:47].[Na+:49]>>[NH:1]([c:2]1[cH:3][cH:4][c:5]([NH:8][C:9]([CH3:10])=[O:11])[n:6][cH:7]1)[CH:22]1[CH2:21][CH2:20][N:19]([C:17]([O:16][C:12]([CH3:13])([CH3:14])[CH3:15])=[O:18])[CH2:24][CH2:23]1. Reactants: ClC=1C=C(C=CC1Cl)SC1=CC(=CN1)C(=O)OC (Methyl 5-(3,4-dichlorophenylthio)pyrrole-3-carboxylate), [OH-].[Na+] (sodium hydroxide). Solvent: CO (methanol), CO (methanol). Product: ClC=1C=C(C=CC1Cl)SC1=CC(=CN1)C(=O)O (5-(3,4-Dichlorophenylthio)pyrrole-3-carboxylic Acid). As a reaction SMILES: [Cl:1][C:2]1[CH:3]=[C:4]([S:9][C:10]2[NH:14][CH:13]=[C:12]([C:15]([O:17]C)=[O:16])[CH:11]=2)[CH:5]=[CH:6][C:7]=1[Cl:8].[OH-].[Na+]>CO>[Cl:1][C:2]1[CH:3]=[C:4]([S:9][C:10]2[NH:14][CH:13]=[C:12]([C:15]([OH:17])=[O:16])[CH:11]=2)[CH:5]=[CH:6][C:7]=1[Cl:8] |f:1.2|. Procedure details: Methyl 5-(3,4-dichlorophenylthio)pyrrole-3-carboxylate (1.7 g.) was combined with 20 ml. of methanol and 20 ml. of 1 N sodium hydroxide and refluxed for 3 hours. The methanol was allowed to evaporate, and approximately one volume of water was added to the aqueous residue, which was then extracted twice with ether, cooled in an ice-water bath, acidified with conc. hydrochloric acid, and the product extracted into ethyl acetate. The three ethyl acetate extracts were combined, washed with saturated... Reactants: C(C)=O (acetaldehyde), C1(CC(CCC1)=O)=O (cyclohexane-1,3-dione), C(C)OC(CC(N)=N)=O (amidinoacetic acid ethyl ester). Run in C(C)O (ethanol), C(C)O (ethanol). The product is C(C)OC(=O)C1=C(NC=2CCCC(C2C1C)=O)N (2-amino-4-methyl-1,4,5,6,7,8-hexahydro-5-oxoquinoline-3carboxylic acid ethyl ester). The yield is 53.0%. As a reaction SMILES: [CH:1](=O)[CH3:2].[C:4]1(=[O:11])[CH2:9][CH2:8][CH2:7][C:6](=O)[CH2:5]1.[CH2:12]([O:14][C:15](=[O:20])[CH2:16][C:17](=[NH:19])[NH2:18])[CH3:13]>C(O)C>[CH2:12]([O:14][C:15]([C:16]1[CH:1]([CH3:2])[C:5]2[C:4](=[O:11])[CH2:9][CH2:8][CH2:7][C:6]=2[NH:19][C:17]=1[NH2:18])=[O:20])[CH3:13]. Procedure details: Upon boiling a solution of 2.8 g of acetaldehyde, 5.6 g of cyclohexane-1,3-dione and 6.5 g of amidinoacetic acid ethyl ester in 100 ml of ethanol for 2 hours, 2-amino-4-methyl-1,4,5,6,7,8-hexahydro-5-oxoquinoline-3carboxylic acid ethyl ester of melting point 236°C (ethanol) is obtained.